Dataset: the Open Reaction Database (ORD), a public repository of structured organic reaction records. Task: describe an organic reaction: reactants, conditions, products, and yield Reactants: CN, CS(C)=O, [K+], [K+], O=C([O-])[O-], O, O=C(Nc1ccc(C(=O)N2Cc3cccn3Cc3ccccc32)cc1)c1cccnc1Cl. Yields the product CNc1ncccc1C(=O)Nc1ccc(C(=O)N2Cc3cccn3Cc3ccccc32)cc1. Reaction SMILES: [CH3:39][NH2:40].[CH3:42][S:43]([CH3:44])=[O:45].[K+:33].[K+:34].[O-:35][C:36]([O-:37])=[O:38].[OH2:41].[cH:1]1[cH:2][cH:3][n:4]2[c:5]1[CH2:6][N:7]([C:15](=[O:16])[c:17]1[cH:18][cH:19][c:20]([NH:23][C:24](=[O:25])[c:26]3[c:27]([Cl:32])[n:28][cH:29][cH:30][cH:31]3)[cH:21][cH:22]1)[c:8]1[c:9]([cH:11][cH:12][cH:13][cH:14]1)[CH2:10]2>>[cH:1]1[cH:2][cH:3][n:4]2[c:5]1[CH2:6][N:7]([C:15](=[O:16])[c:17]1[cH:18][cH:19][c:20]([NH:23][C:24](=[O:25])[c:26]3[c:27]([NH:40][CH3:39])[n:28][cH:29][cH:30][cH:31]3)[cH:21][cH:22]1)[c:8]1[c:9]([cH:11][cH:12][cH:13][cH:14]1)[CH2:10]2. Starting materials: Brc1cccc(Br)c1, C1CCOC1, [Li]CCCC, CC(C)NC(C)C, CN(C)C=O, O=S(=O)(O)O. Product: O=Cc1c(Br)cccc1Br. Reaction SMILES: [Br:13][c:14]1[cH:15][cH:16][cH:17][c:18]([Br:19])[cH:20]1.[CH2:31]1[O:32][CH2:33][CH2:34][CH2:35]1.[CH3:8][CH2:9][CH2:10][CH2:11][Li:12].[CH:1]([NH:2][CH:3]([CH3:4])[CH3:5])([CH3:6])[CH3:7].[O:21]=[CH:22][N:23]([CH3:24])[CH3:25].[S:26](=[O:27])(=[O:28])([OH:29])[OH:30]>>[Br:13][c:14]1[cH:15][cH:16][cH:17][c:18]([Br:19])[c:20]1[CH:22]=[O:21]. Starting materials: B, CC(OCc1ccccc1)C(O)C(=O)O, COB(OC)OC, CSC, CO, C1CCOC1. Reaction SMILES: [BH3:26].[CH2:1]([c:2]1[cH:3][cH:4][cH:5][cH:6][cH:7]1)[O:8][CH:9]([CH:10]([C:11](=[O:12])[OH:13])[OH:14])[CH3:15].[CH3:16][O:17][B:18]([O:19][CH3:20])[O:21][CH3:22].[CH3:23][S:24][CH3:25].[CH3:27][OH:28].[O:29]1[CH2:30][CH2:31][CH2:32][CH2:33]1>>[CH2:1]([c:2]1[cH:3][cH:4][cH:5][cH:6][cH:7]1)[O:8][CH:9]([CH:10]([CH2:11][OH:12])[OH:14])[CH3:15]. The product is CC(OCc1ccccc1)C(O)CO. Reactants: ClC=1C=C(C=CC1Cl)C[C@@H](C(=O)NC1N=C(C2=C(NC1=O)C=CC(=C2)Cl)C2=CC=CC=C2)C ((2S)-3-(3,4-dichlorophenyl)-2-methyl-N-(7-chloro-2-oxo-5phenyl-2,3dihydro-1H-benzo[e][1,4]diazepin-3-yl)-propionamide), CI (methyl iodide), MS(CI+). Yields the product ClC=1C=C(C=CC1Cl)C[C@@H](C(=O)NC1N=C(C2=C(N(C1=O)C)C=CC(=C2)Cl)C2=CC=CC=C2)C ((2S)-3-(3,4-Dichlorophenyl)-2-methyl-N-(7-chloro-1-methyl-2-oxo-5-phenyl-2,3-dihydro-1H-bezo[e][1,4]diazepin-3-yl)-propionamide). RXN SMILES: [Cl:1][C:2]1[CH:3]=[C:4]([CH2:9][C@H:10]([CH3:33])[C:11]([NH:13][CH:14]2[C:20](=[O:21])[NH:19][C:18]3[CH:22]=[CH:23][C:24]([Cl:26])=[CH:25][C:17]=3[C:16]([C:27]3[CH:32]=[CH:31][CH:30]=[CH:29][CH:28]=3)=[N:15]2)=[O:12])[CH:5]=[CH:6][C:7]=1[Cl:8].[CH3:34]I>>[Cl:1][C:2]1[CH:3]=[C:4]([CH2:9][C@H:10]([CH3:33])[C:11]([NH:13][CH:14]2[C:20](=[O:21])[N:19]([CH3:34])[C:18]3[CH:22]=[CH:23][C:24]([Cl:26])=[CH:25][C:17]=3[C:16]([C:27]3[CH:32]=[CH:31][CH:30]=[CH:29][CH:28]=3)=[N:15]2)=[O:12])[CH:5]=[CH:6][C:7]=1[Cl:8]. Procedure: Prepared from (2S)-3-(3,4-dichlorophenyl)-2-methyl-N-(7-chloro-2-oxo-5phenyl-2,3dihydro-1H-benzo[e][1,4]diazepin-3-yl)-propionamide by treatment with methyl iodide (c.f Step 2B, Scheme 2) (1H, CDCl3) 1.27 (3H, d, J=7 Hz), 2.68 (2H, m), 2.96 (1H, m), 3.43 (3H, s), 5.41 (1H, d, J=7.9 Hz), 7.05 (1H, m), 7.14 (1H, m), 7.32–7.36 (4H, m), 7.41 (2H, m), 7.48 (1H, m), 7.54–7.58 (3H, m); MS(CI+): MH+:516. Starting materials: C1CCOC1, COC(=O)Cc1c(-c2ccccc2Cl)csc1-c1ccc(O)cc1, CCOC(=O)N=NC(=O)OCC, c1ccc(P(c2ccccc2)c2ccccc2)cc1, OCCc1cn[nH]c1. Product: COC(=O)Cc1c(-c2ccccc2Cl)csc1-c1ccc(OCCc2cn[nH]c2)cc1. RXN SMILES: [CH2:64]1[O:65][CH2:66][CH2:67][CH2:68]1.[Cl:1][c:2]1[c:3](-[c:8]2[c:9]([CH2:20][C:21](=[O:22])[O:23][CH3:24])[c:10](-[c:13]3[cH:14][cH:15][c:16]([OH:19])[cH:17][cH:18]3)[s:11][cH:12]2)[cH:4][cH:5][cH:6][cH:7]1.[N:52]([C:53]([O:54][CH2:55][CH3:56])=[O:57])=[N:58][C:59]([O:60][CH2:61][CH3:62])=[O:63].[c:33]1([P:34]([c:35]2[cH:36][cH:37][cH:38][cH:39][cH:40]2)[c:41]2[cH:42][cH:43][cH:44][cH:45][cH:46]2)[cH:47][cH:48][cH:49][cH:50][cH:51]1.[nH:25]1[n:26][cH:27][c:28]([CH2:30][CH2:31][OH:32])[cH:29]1>>[Cl:1][c:2]1[c:3](-[c:8]2[c:9]([CH2:20][C:21](=[O:22])[O:23][CH3:24])[c:10](-[c:13]3[cH:14][cH:15][c:16]([O:19][CH2:31][CH2:30][c:28]4[cH:27][nH:26][n:25][cH:29]4)[cH:17][cH:18]3)[s:11][cH:12]2)[cH:4][cH:5][cH:6][cH:7]1.